This data is from the Open Reaction Database (ORD), a public repository of structured organic reaction records. The task is: describe an organic reaction: reactants, conditions, products, and yield Starting materials: FC1=C(C=O)C=CC=C1 (2-fluorobenzaldehyde), Cl.O(C)N (methoxylamine hydrochloride), compound 3-A. Yields the product CON=CC1=C(C=CC=C1)F (2-Fluorobenzaldehyde O-methyloxime). Yield: 98.0%. Reaction SMILES: [F:1][C:2]1[CH:9]=[CH:8][CH:7]=[CH:6][C:3]=1[CH:4]=O.Cl.[O:11]([NH2:13])[CH3:12]>>[CH3:12][O:11][N:13]=[CH:4][C:3]1[CH:6]=[CH:7][CH:8]=[CH:9][C:2]=1[F:1] |f:1.2|. Reported procedure: Reaction of 2-fluorobenzaldehyde with methoxylamine hydrochloride as described in the preparation of compound 3-A gave the title oxime ether as a clear oil (98% yield). HPLC indicated a 91:9 mixture of E- and Z-isomers. 1HNMR 400 MHz (CDCl3) δ (ppm): (E-isomer) 3.99 (3H, s, OCH3), 7.07 (1H, m, aromatic), 7.14 (1H, m, aromatic), 7.34 (1H, m, aromatic), 7.82 (1H, m, aromatic), 8.31 (1H, s, CH). The reactants are C(C)(C)(C)OC(=O)N1CCN(CC1)C1=NC=C(C(=O)O)C=C1 (6-[4-(tert-Butoxycarbonyl)piperazin-1-yl]nicotinic acid), Cl.O1CCOCC1 (hydrogen chloride dioxane). The solvent is O1CCOCC1 (dioxane). Reaction conditions: time 8 hour. The product is Cl.Cl.N1(CCNCC1)C1=NC=C(C(=O)O)C=C1 (6-piperazin-1-yl nicotinic acid dihydrochloride). As a reaction SMILES: C(OC([N:8]1[CH2:13][CH2:12][N:11]([C:14]2[CH:22]=[CH:21][C:17]([C:18]([OH:20])=[O:19])=[CH:16][N:15]=2)[CH2:10][CH2:9]1)=O)(C)(C)C.[ClH:23].O1CCOCC1>O1CCOCC1>[ClH:23].[ClH:23].[N:11]1([C:14]2[CH:22]=[CH:21][C:17]([C:18]([OH:20])=[O:19])=[CH:16][N:15]=2)[CH2:10][CH2:9][NH:8][CH2:13][CH2:12]1 |f:1.2,4.5.6|. Reported procedure: 6-[4-(tert-Butoxycarbonyl)piperazin-1-yl]nicotinic acid (934 mg) was dissolved in dioxane (12 ml), and 4 M hydrogen chloride/dioxane (7 ml) was added thereto, followed by stirring at room temperature overnight. The precipitated solid was collected by filtration to obtain 6-piperazin-1-yl nicotinic acid dihydrochloride (850 mg). Reactants: C1CCOC1, C=Cc1nn(Cc2ccc(OC)cc2)c2nccc(Oc3ccc(N)cc3F)c12, B1C2CCCC1CCC2, [Na+], [OH-], OO. Yields the product COc1ccc(Cn2nc(CCO)c3c(Oc4ccc(N)cc4F)ccnc32)cc1. Reaction SMILES: [CH2:43]1[O:44][CH2:45][CH2:46][CH2:47]1.[CH3:1][O:2][c:3]1[cH:4][cH:5][c:6]([CH2:7][n:8]2[n:9][c:10]([CH:26]=[CH2:27])[c:11]3[c:12]2[n:13][cH:14][cH:15][c:16]3[O:17][c:18]2[c:19]([F:25])[cH:20][c:21]([NH2:24])[cH:22][cH:23]2)[cH:28][cH:29]1.[CH:30]12[CH2:31][CH2:32][CH2:33][CH:34]([BH:35]1)[CH2:36][CH2:37][CH2:38]2.[Na+:40].[OH-:39].[OH:41][OH:42]>>[CH3:1][O:2][c:3]1[cH:4][cH:5][c:6]([CH2:7][n:8]2[n:9][c:10]([CH2:26][CH2:27][OH:39])[c:11]3[c:12]2[n:13][cH:14][cH:15][c:16]3[O:17][c:18]2[c:19]([F:25])[cH:20][c:21]([NH2:24])[cH:22][cH:23]2)[cH:28][cH:29]1. Reactants: ClC=1C(=CC=C2C(=CC(=NC12)N1N=C(C=C1)C(F)(F)F)O[C@H]1C[C@H](N(C1)C(=O)N[C@]1([C@@H](C1)C=C)C(=O)O)C(N(C)CCCCC=C)=O)OC ((1R,2S)-1-((2S,4S)-4-(8-chloro-7-methoxy-2-(3-(trifluoromethyl)-1H-pyrazol-1-yl)quinolin-4-yloxy)-2-(hex-5-enyl(methyl)carbamoyl)pyrrolidine-1-carboxamido)-2-vinylcyclopropanecarboxylic acid), C1(CC1)N (cyclopropylamine), C(=O)=NS(=O)(=O)C1(CC1)C (carbonyl(1-methyl-cyclopropyl)sulfonamide). Product: ClC=1C(=CC=C2C(=CC(=NC12)N1N=C(C=C1)C(F)(F)F)O[C@H]1C[C@H](N(C1)C(=O)N[C@]1([C@@H](C1)C=C)C(NS(=O)(=O)C1CC1)=O)C(=O)N(C)CCCCC=C)OC ((2S,4S)-4-(8-chloro-7-methoxy-2-(3-(trifluoromethyl)-1H-pyrazol-1-yl)quinolin-4-yloxy)-N1-((1R,2S)-1-(cyclopropylsulfonylcarbamoyl)-2-vinylcyclopropyl)-N2-(hex-5-enyl)-N2-methylpyrrolidine-1,2-dicarboxamide). Yield: 40.0%. As a reaction SMILES: [Cl:1][C:2]1[C:3]([O:48][CH3:49])=[CH:4][CH:5]=[C:6]2[C:11]=1[N:10]=[C:9]([N:12]1[CH:16]=[CH:15][C:14]([C:17]([F:20])([F:19])[F:18])=[N:13]1)[CH:8]=[C:7]2[O:21][C@@H:22]1[CH2:26][N:25]([C:27]([NH:29][C@:30]2(C(O)=O)[CH2:32][C@H:31]2[CH:33]=[CH2:34])=[O:28])[C@H:24]([C:38](=[O:47])[N:39]([CH2:41][CH2:42][CH2:43][CH2:44][CH:45]=[CH2:46])[CH3:40])[CH2:23]1.C1(N)CC1.[C:54](=[N:56][S:57]([C:60]1(C)[CH2:62][CH2:61]1)(=[O:59])=[O:58])=[O:55]>>[Cl:1][C:2]1[C:3]([O:48][CH3:49])=[CH:4][CH:5]=[C:6]2[C:11]=1[N:10]=[C:9]([N:12]1[CH:16]=[CH:15][C:14]([C:17]([F:19])([F:20])[F:18])=[N:13]1)[CH:8]=[C:7]2[O:21][C@@H:22]1[CH2:26][N:25]([C:27]([NH:29][C@:30]2([C:54](=[O:55])[NH:56][S:57]([CH:60]3[CH2:62][CH2:61]3)(=[O:59])=[O:58])[CH2:32][C@H:31]2[CH:33]=[CH2:34])=[O:28])[C@H:24]([C:38]([N:39]([CH2:41][CH2:42][CH2:43][CH2:44][CH:45]=[CH2:46])[CH3:40])=[O:47])[CH2:23]1. Reported procedure: Compound 118 was synthesized from compound 117 and cyclopropylamine as a white solid in 40% yield, following the procedure as described for compound 56c. Reactants: N1(C=NC=C1)C[C@H](C1=CC=CC=C1)OC1=C(C=2CCCC(C2C=C1)=O)CSC1=CC=C(C(=O)O)C=C1 (4-{[(2-{[(1S)-2-(1H-imidazol-1-yl)-1-phenylethyl]oxy}-5-oxo-5,6,7,8-tetrahydro-1-naphthalenyl)methyl]sulfanyl}benzoic acid), CN (methylamine). Yields the product N1(C=NC=C1)C[C@H](C1=CC=CC=C1)OC1=C(C=2CCCC(C2C=C1)=O)CSC1=CC=C(C(=O)NC)C=C1 (4-{[(2-{[(1S)-2-(1H-Imidazol-1-yl)-1-phenylethyl]oxy}-5-oxo-5,6,7,8-tetrahydro-1-naphthalenyl)methyl]sulfanyl}-N-methylbenzamide). RXN SMILES: [N:1]1([CH2:6][C@@H:7]([O:14][C:15]2[CH:24]=[CH:23][C:22]3[C:21](=[O:25])[CH2:20][CH2:19][CH2:18][C:17]=3[C:16]=2[CH2:26][S:27][C:28]2[CH:36]=[CH:35][C:31]([C:32]([OH:34])=O)=[CH:30][CH:29]=2)[C:8]2[CH:13]=[CH:12][CH:11]=[CH:10][CH:9]=2)[CH:5]=[CH:4][N:3]=[CH:2]1.[CH3:37][NH2:38]>>[N:1]1([CH2:6][C@@H:7]([O:14][C:15]2[CH:24]=[CH:23][C:22]3[C:21](=[O:25])[CH2:20][CH2:19][CH2:18][C:17]=3[C:16]=2[CH2:26][S:27][C:28]2[CH:29]=[CH:30][C:31]([C:32]([NH:38][CH3:37])=[O:34])=[CH:35][CH:36]=2)[C:8]2[CH:13]=[CH:12][CH:11]=[CH:10][CH:9]=2)[CH:5]=[CH:4][N:3]=[CH:2]1. Procedure details: Using the method in Example 172, 4-{[(2-{[(1S)-2-(1H-imidazol-1-yl)-1-phenylethyl]oxy}-5-oxo-5,6,7,8-tetrahydro-1-naphthalenyl)methyl]sulfanyl}benzoic acid (50 mg, 0.10 mmol, 0.20M in DMF) and a saturated solution of methylamine (1.0 ml in DMF) were combined to give 40 mg of the desired compound: Low resolution mass spectrum (LC-MS, APCI) m/z 512 [M+H]+. Reactants: CC(C)(C)C=1C=C(C(=O)Cl)C=C(C1O)C(C)(C)C (3,5-di-(1,1 dimethylethyl)-4-hydroxybenzoyl chloride), NC1=NC=2C=CC=NC2C2=C1N=C(N2CCN)CCCC (2-(4-amino-2-butyl-1H-imidazo[4,5-c][1,5]naphthyridin-1-yl)ethaneamine). The product is NC1=NC=2C=CC=NC2C2=C1N=C(N2CCNC(C2=CC(=C(C(=C2)C(C)(C)C)O)C(C)(C)C)=O)CCCC (N1-[2-(4-amino-2-butyl-1H-imidazo[4,5-c][1,5]naphthyridin-1-yl)ethyl]-3,5-di-(1,1-dimethylethyl) -4-hydroxybenzamide). Isolated yield 56.9%. RXN SMILES: [CH3:1][C:2]([C:5]1[CH:6]=[C:7]([CH:11]=[C:12]([C:15]([CH3:18])([CH3:17])[CH3:16])[C:13]=1[OH:14])[C:8](Cl)=[O:9])([CH3:4])[CH3:3].[NH2:19][C:20]1[C:29]2[N:30]=[C:31]([CH2:36][CH2:37][CH2:38][CH3:39])[N:32]([CH2:33][CH2:34][NH2:35])[C:28]=2[C:27]2[N:26]=[CH:25][CH:24]=[CH:23][C:22]=2[N:21]=1>>[NH2:19][C:20]1[C:29]2[N:30]=[C:31]([CH2:36][CH2:37][CH2:38][CH3:39])[N:32]([CH2:33][CH2:34][NH:35][C:8](=[O:9])[C:7]3[CH:6]=[C:5]([C:2]([CH3:4])([CH3:3])[CH3:1])[C:13]([OH:14])=[C:12]([C:15]([CH3:18])([CH3:17])[CH3:16])[CH:11]=3)[C:28]=2[C:27]2[N:26]=[CH:25][CH:24]=[CH:23][C:22]=2[N:21]=1. Procedure details: Using the general method of Example 92, 3,5-di-(1,1 dimethylethyl)-4-hydroxybenzoyl chloride (0.47 g, 1.7 mmol) was reacted with 2-(4-amino-2-butyl-1H-imidazo[4,5-c][1,5]naphthyridin-1-yl)ethaneamine (0.5 g, 1.7 mmol) to provide 0.5 g of N1-[2-(4-amino-2-butyl-1H-imidazo[4,5-c][1,5]naphthyridin-1-yl)ethyl]-3,5-di-(1,1-dimethylethyl) -4-hydroxybenzamide as a white powder, m.p. 248-250° C. Analysis: Calculated for C30H40N6O2: %C, 69.74; %H, 7.80; %N, 16.27. Found: %C, 69.65%H, 7.69; %N, 16.42. HRM...